This data is from the Open Reaction Database (ORD), a public repository of structured organic reaction records. The task is: describe an organic reaction: reactants, conditions, products, and yield Starting materials: C(C)OC(=O)C1=C(NC=C1C1=CC=CC=C1)CCN (2-(2-amino-ethyl)-4-phenyl-1H-pyrrole-3-carboxylic acid ethyl ester), O.[OH-].[Li+] (lithium hydroxide monohydrate), C(C)O (ethanol), O (water). Run at time 10 minute. Yields the product O=C1NCCC2=C1C(=C(N2)C=O)C2=CC=CC=C2 (4-oxo-3-phenyl-4,5,6,7-tetrahydro-1H-pyrrolo[3,2-c]pyridine-2-carbaldehyde). Yield: 38.9%. RXN SMILES: C(O[C:4]([C:6]1[C:10]([C:11]2[CH:16]=[CH:15][CH:14]=[CH:13][CH:12]=2)=[CH:9][NH:8][C:7]=1[CH2:17][CH2:18][NH2:19])=[O:5])C.O.[OH-].[Li+].O.[CH2:24]([OH:26])C>>[O:5]=[C:4]1[C:6]2[C:10]([C:11]3[CH:12]=[CH:13][CH:14]=[CH:15][CH:16]=3)=[C:9]([CH:24]=[O:26])[NH:8][C:7]=2[CH2:17][CH2:18][NH:19]1 |f:1.2.3|. Reported procedure: A stirred solution of 2-(2-amino-ethyl)-4-phenyl-1H-pyrrole-3-carboxylic acid ethyl ester, lithium hydroxide monohydrate (840 mg, 20 mmol) in ethanol (20 ml) was heated to reflux under an argon atmosphere for 3 hours. The mixture was added with cold water (150 ml), stirred for 10 minutes, extracted with dichloromethane:methanol=5:1 (50 ml×7), washed with brine, dried with anhydrous sodium sulfate, filtered and concentrated under reduced pressure. The crude product was recrystallized from dichlor... Reactants: ClC1=NC(=C2N=C(N(C2=N1)C)CN1CCC2(OCCO2)CC1)N1CCOCC1 (8-((2-chloro-9-methyl-6-morpholino-9H-purin-8-yl)methyl)-1,4-dioxa-8-azaspiro[4.5]decane), CC=1NC2=C(N1)C=CC=C2 (2-methybenzimidazole). Yields the product CN1C2=NC(=NC(=C2N=C1CN1CCC2(OCCO2)CC1)N1CCOCC1)N1C(=NC2=C1C=CC=C2)C (8-((9-methyl-2-(2-methyl-1H-benzo[d]imidazol-1-yl)-6-morpholino-9H-purin-8-yl)methyl)-1,4-dioxa-8-azaspiro[4.5]decane). As a reaction SMILES: Cl[C:2]1[N:10]=[C:9]2[C:5]([N:6]=[C:7]([CH2:12][N:13]3[CH2:22][CH2:21][C:16]4([O:20][CH2:19][CH2:18][O:17]4)[CH2:15][CH2:14]3)[N:8]2[CH3:11])=[C:4]([N:23]2[CH2:28][CH2:27][O:26][CH2:25][CH2:24]2)[N:3]=1.[CH3:29][C:30]1[NH:31][C:32]2[CH:38]=[CH:37][CH:36]=[CH:35][C:33]=2[N:34]=1>>[CH3:11][N:8]1[C:7]([CH2:12][N:13]2[CH2:22][CH2:21][C:16]3([O:17][CH2:18][CH2:19][O:20]3)[CH2:15][CH2:14]2)=[N:6][C:5]2[C:9]1=[N:10][C:2]([N:31]1[C:32]3[CH:38]=[CH:37][CH:36]=[CH:35][C:33]=3[N:34]=[C:30]1[CH3:29])=[N:3][C:4]=2[N:23]1[CH2:28][CH2:27][O:26][CH2:25][CH2:24]1. Procedure: Following General Procedure I for Buchwald coupling, 8-((2-chloro-9-methyl-6-morpholino-9H-purin-8-yl)methyl)-1,4-dioxa-8-azaspiro[4.5]decane and 2-methybenzimidazole were reacted to give 369. LCMS m/z: 505.2 (MH+) Procedure: A solution of (5R,7R)-7-(4-octyloxy-phenyl)-3-oxa-1-aza-spiro[4.4]nonan-2-one (61.0 mg, 0.177 mmol) in dioxane (3.0 mL) was treated with lithium hydroxide, hydrate (100 mg, 2.38 mmol) and water (1.0 mL). The mixture was heated to reflux for about 10 hours. The reaction was concentrated, treated with water (10 mL) and extracted twice with ether (10 mL). The ether extracts were dried over Na2SO4, filtered and concentrated. The residue was treated with 2 M HCl (2.0 mL) to yield a white solid which ... Run in O1CCOCC1 (dioxane). RXN SMILES: [CH2:1]([O:9][C:10]1[CH:15]=[CH:14][C:13]([C@@H:16]2[CH2:25][CH2:24][C@@:18]3([NH:22]C(=O)[O:20][CH2:19]3)[CH2:17]2)=[CH:12][CH:11]=1)[CH2:2][CH2:3][CH2:4][CH2:5][CH2:6][CH2:7][CH3:8].O.[OH-].[Li+].O>O1CCOCC1>[NH2:22][C@:18]1([CH2:19][OH:20])[CH2:24][CH2:25][C@@H:16]([C:13]2[CH:14]=[CH:15][C:10]([O:9][CH2:1][CH2:2][CH2:3][CH2:4][CH2:5][CH2:6][CH2:7][CH3:8])=[CH:11][CH:12]=2)[CH2:17]1 |f:1.2.3|. Product: N[C@]1(C[C@@H](CC1)C1=CC=C(C=C1)OCCCCCCCC)CO ([(1R,3R)-1-Amino-3-(4-octyloxy-phenyl)-cyclopentyl]-methanol). The reactants are C(CCCCCCC)OC1=CC=C(C=C1)[C@H]1C[C@@]2(COC(N2)=O)CC1 ((5R,7R)-7-(4-octyloxy-phenyl)-3-oxa-1-aza-spiro[4.4]nonan-2-one), O.[OH-].[Li+] (lithium hydroxide, hydrate), O (water). Isolated yield 58.4%. Starting materials: C1CCNCC1, C=CCBr, CCOCC. Product: C=CCN1CCCCC1. As a reaction SMILES: [CH2:1]1[CH2:2][CH2:3][NH:4][CH2:5][CH2:6]1.[CH2:7]([CH:8]=[CH2:9])[Br:10].[CH3:11][CH2:12][O:13][CH2:14][CH3:15]>>[CH2:1]1[CH2:2][CH2:3][N:4]([CH2:9][CH:8]=[CH2:7])[CH2:5][CH2:6]1. Reactants: C(C1=CC=CC=C1)N1C[C@@H](CC1)N(C(C1=CC=CC=C1)=O)C ((R)—N-(1-benzylpyrrolidin-3-yl)-N-methylbenzamide). Solvent: CO (methanol). The product is CN(C(C1=CC=CC=C1)=O)[C@H]1CNCC1 ((R)—N-Methyl-N-pyrrolidin-3-ylbenzamide). Reaction SMILES: C([N:8]1[CH2:12][CH2:11][C@@H:10]([N:13]([CH3:22])[C:14](=[O:21])[C:15]2[CH:20]=[CH:19][CH:18]=[CH:17][CH:16]=2)[CH2:9]1)C1C=CC=CC=1>CO>[CH3:22][N:13]([C@@H:10]1[CH2:11][CH2:12][NH:8][CH2:9]1)[C:14](=[O:21])[C:15]1[CH:20]=[CH:19][CH:18]=[CH:17][CH:16]=1. Reported procedure: Analogously to Method B, 0.774 g of (R)—N-(1-benzylpyrrolidin-3-yl)-N-methylbenzamide in methanol is used to prepare the title compound. Rf=0.08 (200:20:1 dichloromethane-methanol-25% conc. ammonia); Rt=2.04. The reactants are CCCCc1cn(C(C)(C)C)sc1=NC(=O)C1(C)CCC(C(=O)O)C1(C)C, NC1CC1, Cl. Yields the product CCCCc1cn(C(C)(C)C)sc1=NC(=O)C1(C)CCC(C(=O)NC2CC2)C1(C)C. Reaction SMILES: [CH2:1]([CH2:2][CH2:3][CH3:4])[c:5]1[cH:6][n:7]([C:24]([CH3:25])([CH3:26])[CH3:27])[s:8][c:9]1=[N:10][C:11](=[O:12])[C:13]1([CH3:23])[C:14]([CH3:21])([CH3:22])[CH:15]([C:18](=[O:19])[OH:20])[CH2:16][CH2:17]1.[CH:29]1([NH2:32])[CH2:30][CH2:31]1.[ClH:28]>>[CH2:1]([CH2:2][CH2:3][CH3:4])[c:5]1[cH:6][n:7]([C:24]([CH3:25])([CH3:26])[CH3:27])[s:8][c:9]1=[N:10][C:11](=[O:12])[C:13]1([CH3:23])[C:14]([CH3:21])([CH3:22])[CH:15]([C:18](=[O:20])[NH:32][CH:29]2[CH2:30][CH2:31]2)[CH2:16][CH2:17]1.